From a dataset of the Open Reaction Database (ORD), a public repository of structured organic reaction records. describe an organic reaction: reactants, conditions, products, and yield Starting materials: C(C1=CC=CC=C1)S(=O)(=O)NC(C(=O)OC)=O (methyl N-benzylsulfonyloxamate), CC(C)([O-])C.[K+] (potassium tert-butoxide). Solvent: CN(C=O)C (dimethyl formamide). Conditions: temperature 0 celsius, time 8 hour. Product: OC=1C(NS(C1C1=CC=CC=C1)(=O)=O)=O (4-Hydroxy-5-phenyl-3(2H)-isothiazolone-1,1-dioxide). Yield: 2.9%. Reaction SMILES: [CH2:1]([S:8]([NH:11][C:12](=[O:17])[C:13](OC)=[O:14])(=[O:10])=[O:9])[C:2]1[CH:7]=[CH:6][CH:5]=[CH:4][CH:3]=1.CC(C)([O-])C.[K+]>CN(C)C=O>[OH:14][C:13]1[C:12](=[O:17])[NH:11][S:8](=[O:10])(=[O:9])[C:1]=1[C:2]1[CH:7]=[CH:6][CH:5]=[CH:4][CH:3]=1 |f:1.2|. Procedure details: To a solution of methyl N-benzylsulfonyloxamate (2.0 g., 0.077 mol) in dimethyl formamide (15 ml.) was added in portions potassium tert-butoxide (1.74 g., 0.016 md). After stirring overnight, the solids were removed by filtration and washed with ether. The filtrate was evaporated to dryness. The solid residue, combined with the first fraction, was dissolved in a small volume of water. The aqueous solution was made strongly acidic by the addition of concentrated hydrochloric acid. After cooling a...